This data is from the Open Reaction Database (ORD), a public repository of structured organic reaction records. The task is: describe an organic reaction: reactants, conditions, products, and yield The reactants are Cl (hydrochloric acid), N1(CCCCC1)C1=NC=C(C=C1)C1=NN=C(S1)C1=CC=C(C(=O)OC)C=C1 (methyl 4-[5-[2-(1-piperidyl) pyridin-5-yl]-1,3,4-thiadiazol-2-yl]benzoate), O1CCCC1 (tetrahydrofuran), [OH-].[Na+] (sodium hydroxide). Run in O (water), C(C)O (ethanol). Conditions: time 30 minute. Product: Cl.N1(CCCCC1)C1=CC=C(C=N1)C1=NN=C(S1)C1=CC=C(C(=O)O)C=C1 (4-[5-[6-(1-piperidyl) pyridin-3-yl]-1,3,4-thiadiazol-2-yl]benzoic acid hydrochloride). Reaction SMILES: [N:1]1([C:7]2[CH:12]=[CH:11][C:10]([C:13]3[S:17][C:16]([C:18]4[CH:27]=[CH:26][C:21]([C:22]([O:24]C)=[O:23])=[CH:20][CH:19]=4)=[N:15][N:14]=3)=[CH:9][N:8]=2)[CH2:6][CH2:5][CH2:4][CH2:3][CH2:2]1.O1CCCC1.[OH-].[Na+].[ClH:35]>O.C(O)C>[ClH:35].[N:1]1([C:7]2[N:8]=[CH:9][C:10]([C:13]3[S:17][C:16]([C:18]4[CH:27]=[CH:26][C:21]([C:22]([OH:24])=[O:23])=[CH:20][CH:19]=4)=[N:15][N:14]=3)=[CH:11][CH:12]=2)[CH2:2][CH2:3][CH2:4][CH2:5][CH2:6]1 |f:2.3,7.8|. Reported procedure: To a refluxing suspension of methyl 4-[5-[2-(1-piperidyl) pyridin-5-yl]-1,3,4-thiadiazol-2-yl]benzoate (1.50 g) in a mixed solvent of tetrahydrofuran (75 ml) and ethanol (15 ml) was added dropwise 10% sodium hydroxide aqueous solution (3.15 ml). The mixture was refluxed for 1.5 hours and cooled to ambient temperature. To the reaction mixture was added water (100 ml) and the pH was adjusted to 1 with 1N hydrochloric acid (15 ml). The mixture was stirred for 30 minutes at ambient temperature and t... Starting materials: C(C)OC(=O)C=1N=C(C2=CC(=CC=C2C1O)NC(C1=CC=C(C=C1)F)=O)C#N (1-Cyano-7-(4-fluoro-benzoylamino)-4-hydroxy-isoquinoline-3-carboxylic acid ethyl ester), C(C)OC(C(CN)(C)C)=O (3-Amino-2,2-dimethyl-propionic acid ethyl ester). Solvent: C(C)O (ethanol). The product is C(C)OC(C(CNC(=O)C=1N=C(C2=CC(=CC=C2C1O)NC(C1=CC=C(C=C1)F)=O)C#N)(C)C)=O (3-{[1-Cyano-7-(4-fluoro-benzoylamino)-4-hydroxy-isoquinoline-3-carbonyl]-amino}-2,2-dimethyl-propionic acid ethyl ester). RXN SMILES: C(O[C:4]([C:6]1[N:7]=[C:8]([C:27]#[N:28])[C:9]2[C:14]([C:15]=1[OH:16])=[CH:13][CH:12]=[C:11]([NH:17][C:18](=[O:26])[C:19]1[CH:24]=[CH:23][C:22]([F:25])=[CH:21][CH:20]=1)[CH:10]=2)=[O:5])C.[CH2:29]([O:31][C:32](=[O:38])[C:33]([CH3:37])([CH3:36])[CH2:34][NH2:35])[CH3:30]>C(O)C>[CH2:29]([O:31][C:32](=[O:38])[C:33]([CH3:37])([CH3:36])[CH2:34][NH:35][C:4]([C:6]1[N:7]=[C:8]([C:27]#[N:28])[C:9]2[C:14]([C:15]=1[OH:16])=[CH:13][CH:12]=[C:11]([NH:17][C:18](=[O:26])[C:19]1[CH:20]=[CH:21][C:22]([F:25])=[CH:23][CH:24]=1)[CH:10]=2)=[O:5])[CH3:30]. Procedure: 1-Cyano-7-(4-fluoro-benzoylamino)-4-hydroxy-isoquinoline-3-carboxylic acid ethyl ester (70 mg, 0.2636 mmol) was dissolved/suspended in ethanol (4 mL) and 3-Amino-2,2-dimethyl-propionic acid ethyl ester (115 mg, 0.791 mmol) was added via syringe. The reaction was brought to reflux and maintained for 70 h. The reaction was cooled, concentrated and purified by medium pressure liquid chromatography (15 to 50% ethyl acetate in hexanes) to give the product as a white solid which was used immediately i... Reactants: C(C)O (ethanol), C1(=CC=CC=C1)P(C1=CC=CC=C1)C1=CC=CC=C1 (triphenylphosphine), N(=NC(=O)OCC)C(=O)OCC (diethyl azodicarboxylate), C1(CC1)CN(C=1C(=NN2C1C=CC=C2C2=C(C=C(C=C2C)C)O)SC)CC2CC2 (2-[3-[di(cyclopropylmethyl)amino]-2-(methylsulfanyl)pyrazolo[1,5-a]pyridin-7-yl]-3,5-dimethylphenol). The solvent is O1CCCC1 (tetrahydrofuran), O (water), C(C)(=O)OCC (ethyl acetate). Run at time 8 hour. Product: C1(CC1)CN(C=1C(=NN2C1C=CC=C2C2=C(C=C(C=C2C)C)OCC)SC)CC2CC2 (N,N-Dicyclopropylmethyl-N-[7-(2-ethoxy-4,6-dimethylphenyl)-2-(methylsulfanyl)pyrazolo[1,5-a]pyridin-3-yl]amine). Reaction SMILES: [CH2:1](O)[CH3:2].C1(P(C2C=CC=CC=2)C2C=CC=CC=2)C=CC=CC=1.N(C(OCC)=O)=NC(OCC)=O.[CH:35]1([CH2:38][N:39]([CH2:60][CH:61]2[CH2:63][CH2:62]2)[C:40]2[C:41]([S:58][CH3:59])=[N:42][N:43]3[C:48]([C:49]4[C:54]([CH3:55])=[CH:53][C:52]([CH3:56])=[CH:51][C:50]=4[OH:57])=[CH:47][CH:46]=[CH:45][C:44]=23)[CH2:37][CH2:36]1>O1CCCC1.C(OCC)(=O)C.O>[CH:35]1([CH2:38][N:39]([CH2:60][CH:61]2[CH2:63][CH2:62]2)[C:40]2[C:41]([S:58][CH3:59])=[N:42][N:43]3[C:48]([C:49]4[C:54]([CH3:55])=[CH:53][C:52]([CH3:56])=[CH:51][C:50]=4[O:57][CH2:1][CH3:2])=[CH:47][CH:46]=[CH:45][C:44]=23)[CH2:36][CH2:37]1. Procedure details: After adding ethanol (2 μL), triphenylphosphine (15 mg) and diethyl azodicarboxylate (9 μL) to a solution of 2-[3-[di(cyclopropylmethyl)amino]-2-(methylsulfanyl)pyrazolo[1,5-a]pyridin-7-yl]-3,5-dimethylphenol (15 mg) in tetrahydrofuran (0.45 mL) under a nitrogen atmosphere, the mixture was stirred at room temperature overnight. The reaction mixture was added to water, extraction was performed with ethyl acetate, and the organic layer was washed with brine, dried over anhydrous magnesium sulfate ... Reactants: CCCCCCC(=O)Cl, CSCCCCCNc1c(N)cnc2ccccc12, c1ccncc1. Yields the product CCCCCCC(=O)Nc1cnc2ccccc2c1NCCCCCSC. Reaction SMILES: [C:20]([CH2:21][CH2:22][CH2:23][CH2:24][CH2:25][CH3:26])(=[O:27])[Cl:28].[CH3:1][S:2][CH2:3][CH2:4][CH2:5][CH2:6][CH2:7][NH:8][c:9]1[c:10]([NH2:19])[cH:11][n:12][c:13]2[cH:14][cH:15][cH:16][cH:17][c:18]12.[cH:29]1[cH:30][cH:31][n:32][cH:33][cH:34]1>>[CH3:1][S:2][CH2:3][CH2:4][CH2:5][CH2:6][CH2:7][NH:8][c:9]1[c:10]([NH:19][C:20]([CH2:21][CH2:22][CH2:23][CH2:24][CH2:25][CH3:26])=[O:27])[cH:11][n:12][c:13]2[cH:14][cH:15][cH:16][cH:17][c:18]12. RXN SMILES: [CH3:1][O:2][c:3]1[c:4]([N+:22]([O-:23])=[O:24])[c:5]2[c:6]([n:7][c:8](-[c:10]3[cH:11][c:12]4[cH:13][cH:14][cH:15][cH:16][c:17]4[cH:18][cH:19]3)[s:9]2)[cH:20][cH:21]1.[CH3:27][OH:28].[CH3:29][C:30](=[O:31])[OH:32].[H:25][H:26]>>[CH3:1][O:2][c:3]1[c:4]([NH2:22])[c:5]2[c:6]([n:7][c:8](-[c:10]3[cH:11][c:12]4[cH:13][cH:14][cH:15][cH:16][c:17]4[cH:18][cH:19]3)[s:9]2)[cH:20][cH:21]1. Product: COc1ccc2nc(-c3ccc4ccccc4c3)sc2c1N. The reactants are COc1ccc2nc(-c3ccc4ccccc4c3)sc2c1[N+](=O)[O-], CO, CC(=O)O, [H][H]. Reactants: OCCCO, COCCOC, [Na+], [Na+], O=C([O-])[O-], c1ccc(P(c2ccccc2)(c2ccccc2)[Pd](P(c2ccccc2)(c2ccccc2)c2ccccc2)(P(c2ccccc2)(c2ccccc2)c2ccccc2)P(c2ccccc2)(c2ccccc2)c2ccccc2)cc1, Brc1cncc(-c2nc(-c3ccccn3)no2)c1, OB(O)c1cccnc1. Yields the product c1ccc(-c2noc(-c3cncc(-c4cccnc4)c3)n2)nc1. As a reaction SMILES: [CH2:19]([OH:20])[CH2:21][CH2:22][OH:23].[CH3:116][O:117][CH2:118][CH2:119][O:120][CH3:121].[Na+:33].[Na+:34].[O-:35][C:36](=[O:37])[O-:38].[cH:39]1[cH:40][cH:41][c:42]([P:43]([Pd:44]([P:45]([c:46]2[cH:47][cH:48][cH:49][cH:50][cH:51]2)([c:52]2[cH:53][cH:54][cH:55][cH:56][cH:57]2)[c:58]2[cH:59][cH:60][cH:61][cH:62][cH:63]2)([P:64]([c:65]2[cH:66][cH:67][cH:68][cH:69][cH:70]2)([c:71]2[cH:72][cH:73][cH:74][cH:75][cH:76]2)[c:77]2[cH:78][cH:79][cH:80][cH:81][cH:82]2)[P:83]([c:84]2[cH:85][cH:86][cH:87][cH:88][cH:89]2)([c:90]2[cH:91][cH:92][cH:93][cH:94][cH:95]2)[c:96]2[cH:97][cH:98][cH:99][cH:100][cH:101]2)([c:102]2[cH:103][cH:104][cH:105][cH:106][cH:107]2)[c:108]2[cH:109][cH:110][cH:111][cH:112][cH:113]2)[cH:114][cH:115]1.[n:1]1[c:2](-[c:7]2[n:8][o:9][c:10](-[c:12]3[cH:13][n:14][cH:15][c:16]([Br:18])[cH:17]3)[n:11]2)[cH:3][cH:4][cH:5][cH:6]1.[n:24]1[cH:25][c:26]([B:30]([OH:31])[OH:32])[cH:27][cH:28][cH:29]1>>[n:1]1[c:2](-[c:7]2[n:8][o:9][c:10](-[c:12]3[cH:13][n:14][cH:15][c:16](-[c:26]4[cH:25][n:24][cH:29][cH:28][cH:27]4)[cH:17]3)[n:11]2)[cH:3][cH:4][cH:5][cH:6]1. Reactants: O=Cc1cc(O)ccc1Br, CCOC(C)=O, N#Cc1ccc(Cl)nc1, [K+], [K+], O=C([O-])[O-], CN(C)C=O, O. Yields the product N#Cc1ccc(Oc2ccc(Br)c(C=O)c2)nc1. RXN SMILES: [Br:10][c:11]1[c:12]([CH:13]=[O:14])[cH:15][c:16]([OH:19])[cH:17][cH:18]1.[CH3:26][CH2:27][O:28][C:29]([CH3:30])=[O:31].[Cl:1][c:2]1[n:3][cH:4][c:5]([C:6]#[N:7])[cH:8][cH:9]1.[K+:20].[K+:21].[O-:22][C:23]([O-:24])=[O:25].[O:32]=[CH:33][N:34]([CH3:35])[CH3:36].[OH2:37]>>[c:2]1([O:19][c:16]2[cH:15][c:12]([CH:13]=[O:14])[c:11]([Br:10])[cH:18][cH:17]2)[n:3][cH:4][c:5]([C:6]#[N:7])[cH:8][cH:9]1. Reactants: C1COCCN1, Clc1nsnc1-c1cccnc1, CN(C)C=O. Yields the product c1cncc(-c2nsnc2N2CCOCC2)c1. Reaction SMILES: [CH2:13]1[CH2:14][O:15][CH2:16][CH2:17][NH:18]1.[Cl:1][c:2]1[c:3](-[c:7]2[cH:8][n:9][cH:10][cH:11][cH:12]2)[n:4][s:5][n:6]1.[O:19]=[CH:20][N:21]([CH3:22])[CH3:23]>>[c:2]1([N:18]2[CH2:13][CH2:14][O:15][CH2:16][CH2:17]2)[c:3](-[c:7]2[cH:8][n:9][cH:10][cH:11][cH:12]2)[n:4][s:5][n:6]1.